From a dataset of the Open Reaction Database (ORD), a public repository of structured organic reaction records. describe an organic reaction: reactants, conditions, products, and yield Reactants: BrC1=CC(=C(C(=O)[O-])C=C1)CBr (4-bromo-2-(bromomethyl)benzoate), C(C)(C)N (isopropylamine). Product: BrC=1C=C2CN(C(C2=CC1)=O)C(C)C (5-bromo-2-isopropylisoindolin-1-one). RXN SMILES: [Br:1][C:2]1[CH:10]=[CH:9][C:5]([C:6]([O-:8])=O)=[C:4]([CH2:11]Br)[CH:3]=1.[CH:13]([NH2:16])([CH3:15])[CH3:14]>>[Br:1][C:2]1[CH:3]=[C:4]2[C:5](=[CH:9][CH:10]=1)[C:6](=[O:8])[N:16]([CH:13]([CH3:15])[CH3:14])[CH2:11]2. Procedure details: This compound was prepared by using procedures analogous to those described for the synthesis of Example 52, Step 6 starting from 4-bromo-2-(bromomethyl)benzoate (AstaTech Cat. No. 27012) and isopropylamine (Aldrich Cat No. 471291). LCMS (M+H)+=254.0/256.0. Reactants: C(C)(C)(C)OC(N[C@@H](COCC1=CC=CC=C1)C(N)=O)=O (((S)-2-benzyloxy-1-carbamoylethyl)carbamic acid tert-butyl ester), F[B-](F)(F)F.C(C)[O+](CC)CC (triethyloxonium tetrafluoroborate), FC=1C=C(C(=CC1)N)NC1=NC=CC=C1 (4-fluoro-N2-pyridin-2-yl-benzene-1,2-diamine). Run in C1CCOC1 (THF). Reaction conditions: time 2 hour. Product: C(C)(C)(C)OC(N[C@@H](COCC1=CC=CC=C1)C1=NC2=C(N1C1=NC=CC=C1)C=C(C=C2)F)=O ([(R)-2-Benzyloxy-1-(6-fluoro-1-pyridin-2-yl-1H-benzoimidazol-2-yl)ethyl]carbamic acid tert-butyl ester). The yield is 53.4%. RXN SMILES: [C:1]([O:5][C:6](=[O:21])[NH:7][C@H:8]([C:18](=O)[NH2:19])[CH2:9][O:10][CH2:11][C:12]1[CH:17]=[CH:16][CH:15]=[CH:14][CH:13]=1)([CH3:4])([CH3:3])[CH3:2].F[B-](F)(F)F.C([O+](CC)CC)C.[F:34][C:35]1[CH:36]=[C:37]([NH:42][C:43]2[CH:48]=[CH:47][CH:46]=[CH:45][N:44]=2)[C:38](N)=[CH:39][CH:40]=1>C1COCC1>[C:1]([O:5][C:6](=[O:21])[NH:7][C@H:8]([C:18]1[N:42]([C:43]2[CH:48]=[CH:47][CH:46]=[CH:45][N:44]=2)[C:37]2[CH:36]=[C:35]([F:34])[CH:40]=[CH:39][C:38]=2[N:19]=1)[CH2:9][O:10][CH2:11][C:12]1[CH:17]=[CH:16][CH:15]=[CH:14][CH:13]=1)([CH3:4])([CH3:3])[CH3:2] |f:1.2|. Procedure: To a solution of ((S)-2-benzyloxy-1-carbamoylethyl)carbamic acid tert-butyl ester (820 mg, 2.8 mmol) in anhydrous THF (10 mL) was added triethyloxonium tetrafluoroborate (550 mg, 2.9 mmol) in one portion under a nitrogen atmosphere. The resulting mixture was stirred at RT for 2 h. The volatiles were removed in vacuo and the resulting residue redissolved in absolute EtOH (10 mL). To the mixture was added 4-fluoro-N2-pyridin-2-yl-benzene-1,2-diamine (355 mg, 1.7 mmol) and the mixture stirred at 75... The reactants are CC=1C=CC2=C(C=C(O2)C(=O)O)C1 (5-methylbenzofuran-2-carboxylic acid), COC([C@H](N)CC(C)C)=O (D-leucine methyl ester). Product: CC(C[C@H](C(=O)OC)NC(=O)C=1OC2=C(C1)C=C(C=C2)C)C ((R)-methyl 4-methyl-2-(5-methylbenzofuran-2-carboxamido)pentanoate). As a reaction SMILES: [CH3:1][C:2]1[CH:3]=[CH:4][C:5]2[O:9][C:8]([C:10]([OH:12])=O)=[CH:7][C:6]=2[CH:13]=1.[CH3:14][O:15][C:16](=[O:23])[C@@H:17]([CH2:19][CH:20]([CH3:22])[CH3:21])[NH2:18]>>[CH3:21][CH:20]([CH3:22])[CH2:19][C@@H:17]([NH:18][C:10]([C:8]1[O:9][C:5]2[CH:4]=[CH:3][C:2]([CH3:1])=[CH:13][C:6]=2[CH:7]=1)=[O:12])[C:16]([O:15][CH3:14])=[O:23]. Procedure details: Prepared in a similar manner to example 4 using 5-methylbenzofuran-2-carboxylic acid (example 26a) and D-leucine methyl ester. 1H NMR (500 MHz, CDCl3): 0.98 (d, 3H, J=6.26 Hz), 1.00 (d, 3H, J=6.17 Hz), 1.56 (s, 3H), 1.76 (m, 3H), 2.48 (s, 3H), 3.78 (s, 3H), 4.86 (m, 1H), 6.95 (m, 1H), 7.23 (dd, 1H, J=8.54 Hz, J=1.55 Hz), 7.40 (m, 2H). 7.44 (dd, 1H, J=1.72, J=0.9 Hz). MS 304 (M+H, 304) Yields the product CCc1nc2c(C)cc(Cl)nc2n1Cc1ccc2c(c1)CCc1ccccc1C2=CC#N. Reactants: C1CCOC1, CCc1nc2c(C)cc(Cl)nc2[nH]1, CC(C)(C)OC(=O)N=NC(=O)OC(C)(C)C, N#CC=C1c2ccccc2CCc2cc(CO)ccc21, c1ccc(P(c2ccccc2)c2ccccc2)cc1. As a reaction SMILES: [CH2:69]1[O:70][CH2:71][CH2:72][CH2:73]1.[Cl:21][c:22]1[cH:23][c:24]([CH3:33])[c:25]2[c:26]([n:27]1)[nH:28][c:29]([CH2:31][CH3:32])[n:30]2.[N:53]([C:54]([O:55][C:56]([CH3:57])([CH3:58])[CH3:59])=[O:60])=[N:61][C:62]([O:63][C:64]([CH3:65])([CH3:66])[CH3:67])=[O:68].[OH:1][CH2:2][c:3]1[cH:4][c:5]2[c:6]([cH:19][cH:20]1)[C:7](=[CH:16][C:17]#[N:18])[c:8]1[c:9]([cH:12][cH:13][cH:14][cH:15]1)[CH2:10][CH2:11]2.[c:34]1([P:35]([c:36]2[cH:37][cH:38][cH:39][cH:40][cH:41]2)[c:42]2[cH:43][cH:44][cH:45][cH:46][cH:47]2)[cH:48][cH:49][cH:50][cH:51][cH:52]1>>[CH2:2]([c:3]1[cH:4][c:5]2[c:6]([cH:19][cH:20]1)[C:7](=[CH:16][C:17]#[N:18])[c:8]1[c:9]([cH:12][cH:13][cH:14][cH:15]1)[CH2:10][CH2:11]2)[n:28]1[c:26]2[c:25]([c:24]([CH3:33])[cH:23][c:22]([Cl:21])[n:27]2)[n:30][c:29]1[CH2:31][CH3:32]. Reactants: CC1=NN(C(=C1)C)CO (3,5-dimethylpyrazol-1-methanol), [H-].[Na+] (sodium hydride), C(C)(C)(C)C1=CC=C(CN=C=S)C=C1 (4-t-butylbenzylisothiocyanate). Solvent: O1CCCC1 (tetrahydrofuran). Reaction conditions: time 1 hour. Yields the product CC1=NN(C(=C1)C)COC(NCC1=CC=C(C=C1)C(C)(C)C)=S ((4-t-butylbenzyl)thiocarbamic acid —O-(3,5-dimethylpyrazol-1-ylmethyl)ester). Isolated yield 48.1%. Reaction SMILES: [CH3:1][C:2]1[CH:6]=[C:5]([CH3:7])[N:4]([CH2:8][OH:9])[N:3]=1.[H-].[Na+].[C:12]([C:16]1[CH:25]=[CH:24][C:19]([CH2:20][N:21]=[C:22]=[S:23])=[CH:18][CH:17]=1)([CH3:15])([CH3:14])[CH3:13]>O1CCCC1>[CH3:1][C:2]1[CH:6]=[C:5]([CH3:7])[N:4]([CH2:8][O:9][C:22](=[S:23])[NH:21][CH2:20][C:19]2[CH:24]=[CH:25][C:16]([C:12]([CH3:14])([CH3:13])[CH3:15])=[CH:17][CH:18]=2)[N:3]=1 |f:1.2|. Procedure details: 3,5-dimethylpyrazol-1-methanol 33-3 (200 mg) and sodium hydride (42 mg) were dissolved in anhydrous tetrahydrofuran (20 ml) and the solution was stirred for 1 hour. To the solution was added 4-t-butylbenzylisothiocyanate (330 mg) and the mixture was stirred at room temperature for 12 hours. The resulting mixture was filtered under reduced pressure and the solvent was removed therefrom. The residue was purified by column-chromatography (ethyl acetate/hexane=1/2) to yield the compound 33-4 (253 mg... The reactants are 80g, CSC1=NC=C(C(=N1)SC)F (2,4-bis(methylthio)-5-fluoropyrimidine), 105g, O.NN (hydrazine hydrate), ( L ), ice water. Solvent: C(C)O (ethanol). The product is CSC1=NC=C(C(=N1)NN)F (2-methylthio-4-hydrazino-5-fluoropyrimidine). The yield is 86.0%. As a reaction SMILES: [CH3:1][S:2][C:3]1[N:8]=[C:7](SC)[C:6]([F:11])=[CH:5][N:4]=1.O.[NH2:13][NH2:14]>C(O)C>[CH3:1][S:2][C:3]1[N:8]=[C:7]([NH:13][NH2:14])[C:6]([F:11])=[CH:5][N:4]=1 |f:1.2|. Reported procedure: A 1 liter (L) flask equipped with a condensor and thermometer was charged with 80g (0.42 moles) of 2,4-bis(methylthio)-5-fluoropyrimidine, 200 mL of ethanol and 105g (2.1 moles) of hydrazine hydrate. The reaction mixture was poured onto 350 mL of ice-water. The solid product was isolated by filtration. After washing with water, the product was dried under vacuum at 60° C. to give 62.8g (86 percent yield) of 2-methylthio-4-hydrazino-5-fluoropyrimidine having a melt point of 146°-147° C. Starting materials: CC#N, CN(C)C1CCN(Cc2cc3nc(Cl)nc(N4CCOCC4)c3s2)CC1, [Na+], [Na+], O=C([O-])[O-], OB(O)c1cccc2cnccc12. Yields the product CN(C)C1CCN(Cc2cc3nc(-c4cccc5cnccc45)nc(N4CCOCC4)c3s2)CC1. As a reaction SMILES: [CH3:46][C:47]#[N:48].[Cl:1][c:2]1[n:3][c:4]([N:21]2[CH2:22][CH2:23][O:24][CH2:25][CH2:26]2)[c:5]2[c:6]([n:7]1)[cH:8][c:9]([CH2:11][N:12]1[CH2:13][CH2:14][CH:15]([N:18]([CH3:19])[CH3:20])[CH2:16][CH2:17]1)[s:10]2.[Na+:40].[Na+:41].[O-:42][C:43](=[O:44])[O-:45].[cH:27]1[n:28][cH:29][cH:30][c:31]2[c:32]([B:37]([OH:38])[OH:39])[cH:33][cH:34][cH:35][c:36]12>>[c:2]1(-[c:32]2[c:31]3[cH:30][cH:29][n:28][cH:27][c:36]3[cH:35][cH:34][cH:33]2)[n:3][c:4]([N:21]2[CH2:22][CH2:23][O:24][CH2:25][CH2:26]2)[c:5]2[c:6]([n:7]1)[cH:8][c:9]([CH2:11][N:12]1[CH2:13][CH2:14][CH:15]([N:18]([CH3:19])[CH3:20])[CH2:16][CH2:17]1)[s:10]2. Reactants: C(#N)CN1C(C(SC2=C1C=CC=C2)CC(=O)OCC)=O (ethyl 2-(4-cyanomethyl-3,4-dihydro-3-oxo-2H-1,4-benzothiazin-2-yl)acetate), Cl.NC1=C(C=CC=C1)S (2-aminothiophenol hydrochloride). The solvent is O (water). Conditions: temperature 180 celsius. Product: S1C(=NC2=C1C=CC=C2)CN2C(C(SC1=C2C=CC=C1)CC(=O)OCC)=O (Ethyl 2-[4-(benzothiazol-2-yl)methyl-3,4-dihydro-3-oxo-2H-1,4-benzothiazin-2-yl]acetate). The yield is 68.7%. As a reaction SMILES: [C:1]([CH2:3][N:4]1[C:9]2[CH:10]=[CH:11][CH:12]=[CH:13][C:8]=2[S:7][CH:6]([CH2:14][C:15]([O:17][CH2:18][CH3:19])=[O:16])[C:5]1=[O:20])#[N:2].Cl.N[C:23]1[CH:28]=[CH:27][CH:26]=[CH:25][C:24]=1[SH:29]>O>[S:29]1[C:24]2[CH:25]=[CH:26][CH:27]=[CH:28][C:23]=2[N:2]=[C:1]1[CH2:3][N:4]1[C:9]2[CH:10]=[CH:11][CH:12]=[CH:13][C:8]=2[S:7][CH:6]([CH2:14][C:15]([O:17][CH2:18][CH3:19])=[O:16])[C:5]1=[O:20] |f:1.2|. Procedure: A mixture of 208 mg of ethyl 2-(4-cyanomethyl-3,4-dihydro-3-oxo-2H-1,4-benzothiazin-2-yl)acetate and 116 mg of 2-aminothiophenol hydrochloride was heated at 180° C. for 15 minutes to fuse them. After the mixture had been cooled, water was added, and then extracted with ethyl acetate. After the drying of the organic layer over anhydrous magnesium sulfate, the solvent was distilled off. The resulting oily matter was purified by silica gel chromatography to give 196 mg of the title compound. The st... The reactants are C1COCCN1, CCCCO, Fc1ccc(-c2nc(Cl)cc(Nc3ccc(OC(F)(F)F)cc3)n2)cc1. Yields the product Fc1ccc(-c2nc(Nc3ccc(OC(F)(F)F)cc3)cc(N3CCOCC3)n2)cc1. Reaction SMILES: [CH2:27]1[CH2:28][O:29][CH2:30][CH2:31][NH:32]1.[CH2:33]([OH:34])[CH2:35][CH2:36][CH3:37].[Cl:1][c:2]1[cH:3][c:4]([NH:15][c:16]2[cH:17][cH:18][c:19]([O:22][C:23]([F:24])([F:25])[F:26])[cH:20][cH:21]2)[n:5][c:6](-[c:8]2[cH:9][cH:10][c:11]([F:14])[cH:12][cH:13]2)[n:7]1>>[c:2]1([N:32]2[CH2:27][CH2:28][O:29][CH2:30][CH2:31]2)[cH:3][c:4]([NH:15][c:16]2[cH:17][cH:18][c:19]([O:22][C:23]([F:24])([F:25])[F:26])[cH:20][cH:21]2)[n:5][c:6](-[c:8]2[cH:9][cH:10][c:11]([F:14])[cH:12][cH:13]2)[n:7]1. Reactants: O.[SH-].[Na+] (Sodium hydrosulfide hydrate), C(C1=CC=CC=C1)SC1=NC(=CC(=N1)N(S(=O)(=O)N1CCCC1)COCC[Si](C)(C)C)N[C@@H](CO)C (N-(2-(Benzylthio)-6-{[(1R)-2-hydroxy-1-methylethyl]amino}pyrimidin-4-yl)-N-{[2-(trimethylsilyl)ethoxy]methyl}pyrrolidine-1-sulfonamide), O.[SH-].[Na+] (sodium hydrosulfide hydrate), O.[SH-].[Na+] (sodium hydrosulfide hydrate), O.[SH-].[Na+] (sodium hydrosulfide hydrate), alkyl halides. Solvent: CS(=O)C (DMSO). Run at time 1 hour. Product: OC[C@@H](C)NC1=NC(=NC(=C1)N(COCC[Si](C)(C)C)S(=O)(=O)N1CCCC1)[S-].[Na+] (Sodium 4-{[(1R)-2-hydroxy-1-methylethyl]amino}-6-((pyrrolidin-1-ylsulfonyl){[2-(trimethylsilyl)ethoxy]methyl}amino)pyrimidine-2-thiolate). RXN SMILES: O.[SH-].[Na+:3].C([S:11][C:12]1[N:17]=[C:16]([N:18]([CH2:27][O:28][CH2:29][CH2:30][Si:31]([CH3:34])([CH3:33])[CH3:32])[S:19]([N:22]2[CH2:26][CH2:25][CH2:24][CH2:23]2)(=[O:21])=[O:20])[CH:15]=[C:14]([NH:35][C@H:36]([CH3:39])[CH2:37][OH:38])[N:13]=1)C1C=CC=CC=1>CS(C)=O>[OH:38][CH2:37][C@H:36]([NH:35][C:14]1[CH:15]=[C:16]([N:18]([S:19]([N:22]2[CH2:26][CH2:25][CH2:24][CH2:23]2)(=[O:20])=[O:21])[CH2:27][O:28][CH2:29][CH2:30][Si:31]([CH3:33])([CH3:34])[CH3:32])[N:17]=[C:12]([S-:11])[N:13]=1)[CH3:39].[Na+:3] |f:0.1.2,5.6|. Procedure details: Sodium hydrosulfide hydrate (2.15 g) was added to a solution of the subtitle product of step iii) (4.5 g) in DMSO (37.8 ml) and the green solution stirred for 1 h. A further aliquot of sodium hydrosulfide hydrate (0.1 g) was added and stirred for 1 h. A further aliquot of sodium hydrosulfide hydrate (0.1 g) was added and stirred for 2 h before the addition of a final aliquot of sodium hydrosulfide hydrate (0.05 g). The resulting reaction solution was used directly in the following step. The subt...